This data is from the Open Reaction Database (ORD), a public repository of structured organic reaction records. The task is: describe an organic reaction: reactants, conditions, products, and yield Starting materials: CN(C)C(C=1C=C(C=CC1)CC(=O)O)C1=CC=CC=C1 (3-(dimethylaminophenylmethyl)phenylacetic acid), S(=O)(Cl)Cl (thionyl chloride). Yields the product CN(C)C(C=1C=C(C=CC1)CC(=O)Cl)C1=CC=CC=C1 (3-(Dimethylaminophenylmethyl)phenylacetyl chloride). As a reaction SMILES: [CH3:1][N:2]([CH:4]([C:15]1[CH:20]=[CH:19][CH:18]=[CH:17][CH:16]=1)[C:5]1[CH:6]=[C:7]([CH2:11][C:12](O)=[O:13])[CH:8]=[CH:9][CH:10]=1)[CH3:3].S(Cl)([Cl:23])=O>>[CH3:1][N:2]([CH:4]([C:15]1[CH:20]=[CH:19][CH:18]=[CH:17][CH:16]=1)[C:5]1[CH:6]=[C:7]([CH2:11][C:12]([Cl:23])=[O:13])[CH:8]=[CH:9][CH:10]=1)[CH3:3]. Reported procedure: 1.5 g of 3-(dimethylaminophenylmethyl)phenylacetic acid are heated at reflux temperature for 1/2 an hour in 15 ml of thionyl chloride with stirring. Thionyl chloride not consumed in the reaction is distilled off. The residue is taken up in toluene and the solvent is distilled again. Starting materials: C(N)(=O)C=1C(=NN2C1CN(CC2CCOS(=O)(=O)C)C(=O)OC(C)(C)C)C2=CC(=C(C=C2)F)Cl (tert-butyl 3-carbamoyl-2-(3-chloro-4-fluorophenyl)-7-(2-((methylsulfonyl)oxy)ethyl)-6,7-dihydropyrazolo[1,5-a]pyrazine-5(4H)-carboxylate), [Li+].[B-](CC)(CC)CC (SUPER-HYDRIDE). Run in C1CCOC1 (THF), C1CCOC1 (THF). Run at time 1 hour. The product is C(N)(=O)C=1C(=NN2C1CN(CC2CC)C(=O)OC(C)(C)C)C2=CC(=C(C=C2)F)Cl (tert-Butyl 3-carbamoyl-2-(3-chloro-4-fluorophenyl)-7-ethyl-6,7-dihydropyrazolo[1,5-a]pyrazine-5(4H)-carboxylate). As a reaction SMILES: [C:1]([C:4]1[C:5]([C:27]2[CH:32]=[CH:31][C:30]([F:33])=[C:29]([Cl:34])[CH:28]=2)=[N:6][N:7]2[CH:12]([CH2:13][CH2:14]OS(C)(=O)=O)[CH2:11][N:10]([C:20]([O:22][C:23]([CH3:26])([CH3:25])[CH3:24])=[O:21])[CH2:9][C:8]=12)(=[O:3])[NH2:2].[Li+].[B-](CC)(CC)CC>C1COCC1>[C:1]([C:4]1[C:5]([C:27]2[CH:32]=[CH:31][C:30]([F:33])=[C:29]([Cl:34])[CH:28]=2)=[N:6][N:7]2[CH:12]([CH2:13][CH3:14])[CH2:11][N:10]([C:20]([O:22][C:23]([CH3:25])([CH3:26])[CH3:24])=[O:21])[CH2:9][C:8]=12)(=[O:3])[NH2:2] |f:1.2,^1:35|. Procedure details: To a solution of tert-butyl 3-carbamoyl-2-(3-chloro-4-fluorophenyl)-7-(2-((methylsulfonyl)oxy)ethyl)-6,7-dihydropyrazolo[1,5-a]pyrazine-5(4H)-carboxylate (200 mg, 0.387 mmol) in THF (6 mL) at 0° C. under nitrogen was added 1M THF solution of SUPER-HYDRIDE® (1.934 mL, 1.934 mmol). The reaction mixture was stirred at RT for 1 h and quenched with water. It was extracted with EtOAc. The combined organic layer was washed with brine, dried over Na2SO4, and filtered. The filtrate was concentrated. The ... The reactants are ClC1=CC=C(C(=O)OC)C=C1 (methyl 4-chlorobenzoate), Fe(acac)3, CC[Mg+].[Br-] (EtMgBr), [Zn](CC)CC (Et2Zn). Reagents/catalysts: [O-]S(=O)(=O)[O-].[Zn+2] (zincate). The solvent is C1CCOC1 (THF), CN1CCCC1=O (NMP). Run at time 15 minute. The product is COC(C1=CC=C(C=C1)CC)=O (4-ethylbenzoic acid methyl ester). Isolated yield 93.0%. RXN SMILES: [CH3:1][CH2:2][Mg+].[Br-].[Zn](CC)CC.Cl[C:11]1[CH:20]=[CH:19][C:14]([C:15]([O:17][CH3:18])=[O:16])=[CH:13][CH:12]=1>C1COCC1.CN1C(=O)CCC1.[O-]S([O-])(=O)=O.[Zn+2]>[CH3:18][O:17][C:15](=[O:16])[C:14]1[CH:19]=[CH:20][C:11]([CH2:2][CH3:1])=[CH:12][CH:13]=1 |f:0.1,6.7|. Procedure: A solution of EtMgBr (3 M in Et2O, 0.9 mL) is added to a solution of Et2Zn (3 M in toluene, 1 mL) at −78° C. After stirring for 15 min, the resulting cold solution of the zincate is added dropwise to a solution of methyl 4-chlorobenzoate (354 mg, 2.10 mmol) and Fe(acac)3 (36 mg, 0.1 mmol) in THF (6 mL) and NMP (0.5 mL) at 0° C. causing a spontaneous color change from yellow to brown-black. Standard extractive work up followed by flash chromatography affords 4-ethylbenzoic acid methyl ester (93%)... Reactants: C1COCCOCCOCCOCCOCCO1 (18-crown-6), N1=CC=CC2=CC=CC=C12 (quinoline), [F-].[K+] (KF), ClC1=CC=C(C=O)C=C1 (4-chlorobenzaldehyde), FC(S(=O)(=O)OC1=C(C=CC2=CC=CC=C12)[Si](C)(C)C)(F)F (2-(trimethylsilyl)naphthalen-1-yl trifluoromethanesulfonate), Pet. Ether EtOAc. The solvent is C1CCOC1 (THF). Yields the product C1(=CC=CC=C1)C1C2=C(N3C(C=CC4=CC=CC=C34)O1)C=CC1=CC=CC=C12 (5-phenyl-5H,6aHnaphtho[2′,1′:4,5][1,3]oxazino[3,2-a]quinoline). The yield is 67.0%. As a reaction SMILES: [N:1]1[C:10]2[C:5](=[CH:6][CH:7]=[CH:8][CH:9]=2)[CH:4]=[CH:3][CH:2]=1.Cl[C:12]1[CH:19]=[CH:18][C:15]([CH:16]=[O:17])=[CH:14][CH:13]=1.FC(F)(F)S(O[C:26]1[C:35]2[C:30](=[CH:31][CH:32]=[CH:33][CH:34]=2)[CH:29]=[CH:28][C:27]=1[Si](C)(C)C)(=O)=O.[F-].[K+].C1OCCOCCOCCOCCOCCOC1>C1COCC1>[C:15]1([CH:16]2[O:17][CH:2]3[CH:3]=[CH:4][C:5]4[C:10]([N:1]3[C:33]3[CH:32]=[CH:31][C:30]5[C:35]([C:34]2=3)=[CH:26][CH:27]=[CH:28][CH:29]=5)=[CH:9][CH:8]=[CH:7][CH:6]=4)[CH:18]=[CH:19][CH:12]=[CH:13][CH:14]=1 |f:3.4|. Reported procedure: Following the general procedure, treatment of quinoline (0.064 g, 59 μL, 0.50 mmol) and 4-chlorobenzaldehyde (0.105 g, 0.75 mmol) with 2-(trimethylsilyl)naphthalen-1-yl trifluoromethanesulfonate (0.209 g, 0.60 mmol) in the presence of KF (0.070 g, 1.2 mmol) and 18-crown-6 (0.317 g, 1.2 mmol) in THF (2.0 mL) at −10° C. to room temperature for 12 hrs followed by flash column chromatography (Pet. Ether/EtOAc=75/25) of the crude reaction mixture afforded 5-phenyl-5H,6aHnaphtho[2′,1′:4,5][1,3]oxazino...